This data is from the Open Reaction Database (ORD), a public repository of structured organic reaction records. The task is: describe an organic reaction: reactants, conditions, products, and yield Reactants: COc1cc(N)cc(OC)c1, CCCCl, [Na+], [Na+], O=C([O-])[O-], O=S(=O)(Cl)Cl, Cc1ccccc1C. The product is COc1cc(NS(=O)(=O)CCCCl)cc(OC)c1. Reaction SMILES: [CH3:1][O:2][c:3]1[cH:4][c:5]([NH2:6])[cH:7][c:8]([O:10][CH3:11])[cH:9]1.[Cl:23][CH2:24][CH2:25][CH3:26].[Na+:12].[Na+:13].[O-:14][C:15](=[O:16])[O-:17].[S:18](=[O:19])(=[O:20])([Cl:21])[Cl:22].[c:27]1([CH3:28])[c:29]([CH3:30])[cH:31][cH:32][cH:33][cH:34]1>>[CH3:1][O:2][c:3]1[cH:4][c:5]([NH:6][S:18](=[O:19])(=[O:20])[CH2:26][CH2:25][CH2:24][Cl:23])[cH:7][c:8]([O:10][CH3:11])[cH:9]1. Solvent: C(C)O (Ethanol), C(C)O (Ethanol). Reported procedure: Into a par bottle, [7-(2-Methoxy-phenyl)-5-vinyl-pyrrolo[2,1-f][1,2,4]triazin-2-yl]-[4-(4-methyl-piperazin-1-yl)-phenyl]-amine (50.00 mg, 0.0001135 mol), and Ethanol (20 mL, 0.3 mol) were added. Raney-Nickel (0.9:0.1, Nickel:Aluminum, 10 mg, 0.0002 mol) was washed with Ethanol prior to adding to the reaction mixture. The mixture was evacuated and charged with hydrogen at 30 pSi. The reaction was shaken on the parr at 30 pSi for one hour. The solid was filtered through Celite. The organic was eva... Yields the product C(C)C=1C=C(N2N=C(N=CC21)NC2=CC=C(C=C2)N2CCN(CC2)C)C2=C(C=CC=C2)OC ([5-Ethyl-7-(2-methoxy-phenyl)-pyrrolo[2,1-f][1,2,4]triazin-2-yl]-[4-(4-methyl-piperazin-1-yl)-phenyl]-amine). Run at time 1 hour. The reactants are COC1=C(C=CC=C1)C1=CC(=C2C=NC(=NN21)NC2=CC=C(C=C2)N2CCN(CC2)C)C=C ([7-(2-Methoxy-phenyl)-5-vinyl-pyrrolo[2,1-f][1,2,4]triazin-2-yl]-[4-(4-methyl-piperazin-1-yl)-phenyl]-amine). As a reaction SMILES: [CH3:1][O:2][C:3]1[CH:8]=[CH:7][CH:6]=[CH:5][C:4]=1[C:9]1[N:17]2[C:12]([CH:13]=[N:14][C:15]([NH:18][C:19]3[CH:24]=[CH:23][C:22]([N:25]4[CH2:30][CH2:29][N:28]([CH3:31])[CH2:27][CH2:26]4)=[CH:21][CH:20]=3)=[N:16]2)=[C:11]([CH:32]=[CH2:33])[CH:10]=1>C(O)C.[Ni]>[CH2:32]([C:11]1[CH:10]=[C:9]([C:4]2[CH:5]=[CH:6][CH:7]=[CH:8][C:3]=2[O:2][CH3:1])[N:17]2[C:12]=1[CH:13]=[N:14][C:15]([NH:18][C:19]1[CH:20]=[CH:21][C:22]([N:25]3[CH2:26][CH2:27][N:28]([CH3:31])[CH2:29][CH2:30]3)=[CH:23][CH:24]=1)=[N:16]2)[CH3:33]. Reagents/catalysts: [Ni] (Raney-Nickel). Yield: 35.8%. Starting materials: BrC1=C(C(=C(C=2C(C(OC21)(C)C)=O)C)NC(OC(C)(C)C)=O)C (tert-butyl (7-bromo-2,2,4,6-tetramethyl-3-oxo-2,3-dihydro-1-benzofuran-5-yl)carbamate). Solvent: C(C)(=O)OCC.CCCCCC (ethyl acetate hexane). Yields the product BrC1=C(C(=C(C=2C(C(OC21)(C)C)O)C)NC(OC(C)(C)C)=O)C (tert-Butyl (7-bromo-3-hydroxy-2,2,4,6-tetramethyl-2,3-dihydro-1-benzofuran-5-yl)carbamate). The yield is 98.0%. RXN SMILES: [Br:1][C:2]1[C:10]2[O:9][C:8]([CH3:12])([CH3:11])[C:7](=[O:13])[C:6]=2[C:5]([CH3:14])=[C:4]([NH:15][C:16](=[O:22])[O:17][C:18]([CH3:21])([CH3:20])[CH3:19])[C:3]=1[CH3:23]>C(OCC)(=O)C.CCCCCC>[Br:1][C:2]1[C:10]2[O:9][C:8]([CH3:12])([CH3:11])[CH:7]([OH:13])[C:6]=2[C:5]([CH3:14])=[C:4]([NH:15][C:16](=[O:22])[O:17][C:18]([CH3:21])([CH3:20])[CH3:19])[C:3]=1[CH3:23] |f:1.2|. Procedure details: Using tert-butyl (7-bromo-2,2,4,6-tetramethyl-3-oxo-2,3-dihydro-1-benzofuran-5-yl)carbamate obtained in Reference Example 66, the title compound was synthesized in the same manner as in Example 234. Yield: 98%. Melting point: 187-188° C. (ethyl acetate-hexane). The reactants are C(C)OC1=NC2=C(N1CC1=CC=C(C=C1)C1=C(C=CC=C1)C1=NN=NN1C(C1=CC=CC=C1)(C1=CC=CC=C1)C1=CC=CC=C1)C(=CC=C2)C(=O)O (2-ethoxy-1-[[2'-(N-triphenylmethyltetrazol-5-yl)biphenyl-4-yl]methyl]benzimidazole-7-carboxylic acid), C([O-])([O-])=O.[K+].[K+] (potassium carbonate), C(C(C)(C)C)(=O)OCI (pivaloyloxymethyl iodide), O (water). The solvent is CN(C)C=O (DMF). Reaction conditions: time 30 minute. The product is C(C)OC1=NC2=C(N1CC1=CC=C(C=C1)C1=C(C=CC=C1)C1=NN=NN1)C(=CC=C2)C(=O)OCOC(C(C)(C)C)=O (Pivaloyloxymethyl 2-ethoxy-1-[[2'-(1H-tetrazol-5-yl)biphenyl-4-yl]methyl]benzimidazole-7-carboxylate). RXN SMILES: [CH2:1]([O:3][C:4]1[N:8]([CH2:9][C:10]2[CH:15]=[CH:14][C:13]([C:16]3[CH:21]=[CH:20][CH:19]=[CH:18][C:17]=3[C:22]3[N:26](C(C4C=CC=CC=4)(C4C=CC=CC=4)C4C=CC=CC=4)[N:25]=[N:24][N:23]=3)=[CH:12][CH:11]=2)[C:7]2[C:46]([C:50]([OH:52])=[O:51])=[CH:47][CH:48]=[CH:49][C:6]=2[N:5]=1)[CH3:2].C(=O)([O-])[O-].[K+].[K+].[C:59]([O:65][CH2:66]I)(=[O:64])[C:60]([CH3:63])([CH3:62])[CH3:61].O>CN(C=O)C>[CH2:1]([O:3][C:4]1[N:8]([CH2:9][C:10]2[CH:11]=[CH:12][C:13]([C:16]3[CH:21]=[CH:20][CH:19]=[CH:18][C:17]=3[C:22]3[NH:23][N:24]=[N:25][N:26]=3)=[CH:14][CH:15]=2)[C:7]2[C:46]([C:50]([O:52][CH2:66][O:65][C:59](=[O:64])[C:60]([CH3:63])([CH3:62])[CH3:61])=[O:51])=[CH:47][CH:48]=[CH:49][C:6]=2[N:5]=1)[CH3:2] |f:1.2.3|. Procedure details: To a solution of 2-ethoxy-1-[[2'-(N-triphenylmethyltetrazol-5-yl)biphenyl-4-yl]methyl]benzimidazole-7-carboxylic acid (2.2 g) in DMF (10 ml) were added potassium carbonate (0.53 g) and pivaloyloxymethyl iodide (0.94 g), and the mixture was stirred for 30 minutes at room temperature. To the reaction mixture was added water and the mixture was extracted with ethyl acetate. The organic layer was washed with water and dried. After removal of the solvent, the residue was dissolved in methanol (30 ml)...